This data is from the Open Reaction Database (ORD), a public repository of structured organic reaction records. The task is: describe an organic reaction: reactants, conditions, products, and yield The reactants are C(C)(C)(C)OC(NC(C(N(C)OC)=O)C1=CC(=C(C=C1)C)F)=O (rac-[(3-fluoro-4-methyl-phenyl)-(methoxy-methyl-carbamoyl)-methyl]-carbamic acid tert-butyl ester), C(C)(C)(C)OC(NC(C(N(C)OC)=O)C1=CC(=C(C=C1)C)F)=O (rac-[(3-fluoro-4-methyl-phenyl)-(methoxy-methyl-carbamoyl)-methyl]-carbamic acid tert-butyl ester), IC1=CC=C(C=C1)I (1,4-di-iodobenzene). The product is C(C)(C)(C)OC(NC(C(=O)C1=CC=C(C=C1)I)C1=CC(=C(C=C1)C)F)=O (rac-[1-(3-Fluoro-4-methyl-phenyl)-2-(4-iodo-phenyl)-2-oxo-ethyl]-carbamic acid tert-butyl ester). Reaction SMILES: [C:1]([O:5][C:6](=[O:23])[NH:7][CH:8]([C:15]1[CH:20]=[CH:19][C:18]([CH3:21])=[C:17]([F:22])[CH:16]=1)[C:9](=[O:14])N(OC)C)([CH3:4])([CH3:3])[CH3:2].[I:24][C:25]1[CH:30]=[CH:29][C:28](I)=[CH:27][CH:26]=1>>[C:1]([O:5][C:6](=[O:23])[NH:7][CH:8]([C:15]1[CH:20]=[CH:19][C:18]([CH3:21])=[C:17]([F:22])[CH:16]=1)[C:9]([C:28]1[CH:29]=[CH:30][C:25]([I:24])=[CH:26][CH:27]=1)=[O:14])([CH3:2])([CH3:3])[CH3:4]. Procedure details: The title compound was prepared from rac-[(3-fluoro-4-methyl-phenyl)-(methoxy-methyl-carbamoyl)-methyl]-carbamic acid tert-butyl ester (Intermediate 7) and 1,4-di-iodobenzene in analogy to Example 1a): MS (ISP): 470.0 (M+H)+. Starting materials: COC1=C(C=CC(=C1)OC)[N+](=O)[O-] (2,4-dimethoxy-nitrobenzene), [O-]S(=O)(=O)C(F)(F)F.ClC=1C=[N+](C=C(C1)Cl)F (3,5-dichloro-1-fluoro-pyridinium triflate), C(C)(=O)OCC (ethyl acetate), [O-]S(=O)(=O)C(F)(F)F.ClC=1C=[N+](C=C(C1)Cl)F (3,5-dichloro-1-fluoro-pyridinium triflate). Solvent: ClCC(Cl)(Cl)Cl (tetrachloroethane), hexanes, hexanes. Conditions: temperature 120 celsius, time 1 hour. Product: FC1=C(C=C(C(=C1)[N+](=O)[O-])OC)OC (1-Fluoro-2,4-dimethoxy-5-nitro-benzene). Reaction SMILES: [CH3:1][O:2][C:3]1[CH:8]=[C:7]([O:9][CH3:10])[CH:6]=[CH:5][C:4]=1[N+:11]([O-:13])=[O:12].[O-]S(C(F)(F)[F:19])(=O)=O.ClC1C=[N+](F)C=C(Cl)C=1.C(OCC)(=O)C>ClCC(Cl)(Cl)Cl>[F:19][C:6]1[CH:5]=[C:4]([N+:11]([O-:13])=[O:12])[C:3]([O:2][CH3:1])=[CH:8][C:7]=1[O:9][CH3:10] |f:1.2|. Reported procedure: To a solution of 2,4-dimethoxy-nitrobenzene (1.0 g) in tetrachloroethane (10 mL) is added 3,5-dichloro-1-fluoro-pyridinium triflate (85%, 5.07 g) and the mixture is heated to 120° C. for 5 hours. Additional 3,5-dichloro-1-fluoro-pyridinium triflate (85%, 0.25 g) is added and heating is continued for 1 hour. The solution is then cooled to room temperature and passed over a column of silica gel (hexanes followed by 30% ethyl acetate in hexanes is used as the eluant). Product containing fractions a... Reactants: C(C)(=O)NC1=CC=CC2=NC3=CC=CC=C3N=C12 (1-acetamido phenazine), S(=O)(=O)(OCC)OCC (diethyl sulfate), C([O-])([O-])=O.[K+].[K+] (potassium carbonate). Product: C(C)(=O)NC1=CC=CC=2N(C3=CC=CC=C3NC12)CC (1-acetamido-N-ethyl phenazine). RXN SMILES: [C:1]([NH:4][C:5]1[C:18]2[C:9](=[N:10][C:11]3[C:16]([N:17]=2)=[CH:15][CH:14]=[CH:13][CH:12]=3)[CH:8]=[CH:7][CH:6]=1)(=[O:3])[CH3:2].S(OCC)(O[CH2:23][CH3:24])(=O)=O.C(=O)([O-])[O-].[K+].[K+]>>[C:1]([NH:4][C:5]1[C:18]2[NH:17][C:16]3[C:11](=[CH:12][CH:13]=[CH:14][CH:15]=3)[N:10]([CH2:23][CH3:24])[C:9]=2[CH:8]=[CH:7][CH:6]=1)(=[O:3])[CH3:2] |f:2.3.4|. Procedure details: Scheme 8 provides a synthetic route to a 1-acetamido-N-ethyl phenazine derivative (35). A 3-amino-catechol hydrochloride (30) is reacted with silver oxide and anhydrous sodium sulfate in ethyl acetate to give 3-amino-1,2-quinone (31), which is further reacted in situ with ortho phenylenediamine (32) to give 1-amino phenazine (33). The amino phenazine (33) is acetylated with acetic anhydride in acetic acid to give 1-acetamido phenazine (34). The resulting 1-acetamido phenazine is reacted with die... Starting materials: CN, O=C(O)c1cc(S(=O)O)ccc1Cl, C1COCCO1. Yields the product CNS(=O)(=O)c1ccc(Cl)c(C(=O)O)c1. As a reaction SMILES: [CH3:14][NH2:15].[Cl:1][c:2]1[c:3]([C:4](=[O:5])[OH:6])[cH:7][c:8]([S:11](=[O:12])[OH:13])[cH:9][cH:10]1.[O:16]1[CH2:17][CH2:18][O:19][CH2:20][CH2:21]1>>[Cl:1][c:2]1[c:3]([C:4](=[O:5])[OH:6])[cH:7][c:8]([S:11](=[O:12])(=[O:13])[NH:15][CH3:14])[cH:9][cH:10]1. Procedure: Following General Procedure D above using 3,5-difluoromandelic acid (Fluorochem) and 3-(L-alaninyl)amino-2,4-dioxo-1-phenyl-5-methyl-2,3,4,5-tetrahydro-1H-1,5-benzodiazepine (Example 8-N), the title compound was prepared as a solid. The product was purified by LC 2000 chromatography, eluting with hexanes/ethyl acetate (30:70). Yields the product FC=1C=C(C=C(C1)F)C(C(=O)N[C@@H](C)C(=O)NC1C(N(C2=C(N(C1=O)C1=CC=CC=C1)C=CC=C2)C)=O)O (3-[N′-(3,5-Difluorophenyl-α-hydroxyacetyl)-L-alaninyl]amino-2,4-dioxo-1-phenyl-5-methyl-2,3,4,5-tetrahydro-1H-1,5-benzodiazepine). RXN SMILES: [F:1][C:2]1[CH:3]=[C:4]([CH:10]=[C:11]([F:13])[CH:12]=1)[CH:5]([OH:9])[C:6]([OH:8])=O.[NH2:14][C@H:15]([C:17]([NH:19][CH:20]1[C:26](=[O:27])[N:25]([C:28]2[CH:33]=[CH:32][CH:31]=[CH:30][CH:29]=2)[C:24]2[CH:34]=[CH:35][CH:36]=[CH:37][C:23]=2[N:22]([CH3:38])[C:21]1=[O:39])=[O:18])[CH3:16]>>[F:13][C:11]1[CH:10]=[C:4]([CH:5]([OH:9])[C:6]([NH:14][C@H:15]([C:17]([NH:19][CH:20]2[C:26](=[O:27])[N:25]([C:28]3[CH:33]=[CH:32][CH:31]=[CH:30][CH:29]=3)[C:24]3[CH:34]=[CH:35][CH:36]=[CH:37][C:23]=3[N:22]([CH3:38])[C:21]2=[O:39])=[O:18])[CH3:16])=[O:8])[CH:3]=[C:2]([F:1])[CH:12]=1. Reactants: FC=1C=C(C(C(=O)O)O)C=C(C1)F (3,5-difluoromandelic acid), N[C@@H](C)C(=O)NC1C(N(C2=C(N(C1=O)C1=CC=CC=C1)C=CC=C2)C)=O (3-(L-alaninyl)amino-2,4-dioxo-1-phenyl-5-methyl-2,3,4,5-tetrahydro-1H-1,5-benzodiazepine). The reactants are [OH-].[Na+] (sodium hydroxide), C(C)C1=C(OCCCOC=2C(=C(C=CC2)NC(CC(C(=O)O)(C)C)=O)CCC)C=C(C(=C1)C1=CC=C(C=C1)F)O (4-[[3-[3-[2-ethyl-4-(4-fluorophenyl)-5-hydroxy-phenoxy]propoxy]-2-propyl-phenyl]amino]-2,2-dimethyl-4-oxo-butanoic acid), O (water). Run in C1CCOC1 (THF). Conditions: time 15 minute. The product is C(C)C1=C(OCCCOC=2C(=C(C=CC2)NC(CC(C(=O)[O-])(C)C)=O)CCC)C=C(C(=C1)C1=CC=C(C=C1)F)O.[Na+] (Sodium 4-[[3-[3-[2-ethyl-4-(4-fluorophenyl)-5-hydroxy-phenoxy]propoxy]-2-propyl-phenyl]amino]-2,2-dimethyl-4-oxo-butanoate). Isolated yield 99.0%. RXN SMILES: [OH-].[Na+:2].[CH2:3]([C:5]1[CH:34]=[C:33]([C:35]2[CH:40]=[CH:39][C:38]([F:41])=[CH:37][CH:36]=2)[C:32]([OH:42])=[CH:31][C:6]=1[O:7][CH2:8][CH2:9][CH2:10][O:11][C:12]1[C:13]([CH2:28][CH2:29][CH3:30])=[C:14]([NH:18][C:19](=[O:27])[CH2:20][C:21]([CH3:26])([CH3:25])[C:22]([OH:24])=[O:23])[CH:15]=[CH:16][CH:17]=1)[CH3:4].O>C1COCC1>[CH2:3]([C:5]1[CH:34]=[C:33]([C:35]2[CH:36]=[CH:37][C:38]([F:41])=[CH:39][CH:40]=2)[C:32]([OH:42])=[CH:31][C:6]=1[O:7][CH2:8][CH2:9][CH2:10][O:11][C:12]1[C:13]([CH2:28][CH2:29][CH3:30])=[C:14]([NH:18][C:19](=[O:27])[CH2:20][C:21]([CH3:26])([CH3:25])[C:22]([O-:24])=[O:23])[CH:15]=[CH:16][CH:17]=1)[CH3:4].[Na+:2] |f:0.1,5.6|. Procedure: Add 1 N sodium hydroxide (404 mL) dropwise to a solution of 4-[[3-[3-[2-ethyl-4-(4-fluorophenyl)-5-hydroxy-phenoxy]propoxy]-2-propyl-phenyl]amino]-2,2-dimethyl-4-oxo-butanoic acid (223 g, 404 mmol) in THF (1115 mL) and stir at ambient temperature for 15 min. Reduce the volume in vacuo and add water (1300 mL). Remove additional solvent using a membrane pump, to avoid heating the solution, to obtain a final volume of 1250 mL. Lyophilize the remaining solution in batches to yield the title compound... Reactants: O=C([O-])[O-], C1COCCO1, CC(C)Oc1ncccc1N, COC(=O)c1sc2ncnc(Cl)c2c1C, [Cs+], [Cs+], O=C(C=Cc1ccccc1)C=Cc1ccccc1, O=C(C=Cc1ccccc1)C=Cc1ccccc1, O=C(C=Cc1ccccc1)C=Cc1ccccc1, [Pd], [Pd]. Yields the product COC(=O)c1sc2ncnc(Nc3cccnc3OC(C)C)c2c1C. Reaction SMILES: [C:27](=[O:28])([O-:29])[O-:30].[CH2:33]1[O:34][CH2:35][CH2:36][O:37][CH2:38]1.[CH:1]([CH3:2])([CH3:3])[O:4][c:5]1[n:6][cH:7][cH:8][cH:9][c:10]1[NH2:11].[Cl:12][c:13]1[c:14]2[c:15]([n:16][cH:17][n:18]1)[s:19][c:20]([C:23](=[O:24])[O:25][CH3:26])[c:21]2[CH3:22].[Cs+:31].[Cs+:32].[O:41]=[C:42]([CH:43]=[CH:44][c:45]1[cH:46][cH:47][cH:48][cH:49][cH:50]1)[CH:51]=[CH:52][c:53]1[cH:54][cH:55][cH:56][cH:57][cH:58]1.[O:59]=[C:60]([CH:61]=[CH:62][c:63]1[cH:64][cH:65][cH:66][cH:67][cH:68]1)[CH:69]=[CH:70][c:71]1[cH:72][cH:73][cH:74][cH:75][cH:76]1.[O:77]=[C:78]([CH:79]=[CH:80][c:81]1[cH:82][cH:83][cH:84][cH:85][cH:86]1)[CH:87]=[CH:88][c:89]1[cH:90][cH:91][cH:92][cH:93][cH:94]1.[Pd:39].[Pd:40]>>[CH:1]([CH3:2])([CH3:3])[O:4][c:5]1[n:6][cH:7][cH:8][cH:9][c:10]1[NH:11][c:13]1[c:14]2[c:15]([n:16][cH:17][n:18]1)[s:19][c:20]([C:23](=[O:24])[O:25][CH3:26])[c:21]2[CH3:22].